From a dataset of the Open Reaction Database (ORD), a public repository of structured organic reaction records. describe an organic reaction: reactants, conditions, products, and yield The reactants are (trifluoromethyl)pyrrole carbonitriles, FC(C(=O)OCC)(F)F (ethyl trifluoroacetate), [H-].[Na+] (sodium hydride), dihalo (trifluoromethyl)pyrrole carbonitriles, dihalo- alkylated N-(trifluoromethyl)pyrrole carbonitriles, C(C)OC(CCC#N)OCC (3-cyano propionaldehyde diethyl acetal). The solvent is O1CCCC1 (tetrahydrofuran), O1CCCC1 (tetrahydrofuran). Yields the product C(C)OC(CC(C#N)C(C(F)(F)F)=O)OCC (3-trifluoroacetyl-3-cyanopropionaldehyde diethyl acetal). RXN SMILES: [H-].[Na+].[F:3][C:4]([F:11])([F:10])[C:5](OCC)=[O:6].[CH2:12]([O:14][CH:15]([O:20][CH2:21][CH3:22])[CH2:16][CH2:17][C:18]#[N:19])[CH3:13]>O1CCCC1>[CH2:21]([O:20][CH:15]([O:14][CH2:12][CH3:13])[CH2:16][CH:17]([C:5](=[O:6])[C:4]([F:11])([F:10])[F:3])[C:18]#[N:19])[CH3:22] |f:0.1|. Reported procedure: Preparation of (trifluoromethyl)pyrrole carbonitriles and conversion thereof to dihalo (trifluoromethyl)pyrrole carbonitriles and dihalo- alkylated N-(trifluoromethyl)pyrrole carbonitriles can be achieved by the admixture of a dispersion of sodium hydride in tetrahydrofuran with a solution of ethyl trifluoroacetate and 3-cyano propionaldehyde diethyl acetal in tetrahydrofuran. The reaction that occurs yields 3-trifluoroacetyl-3-cyanopropionaldehyde diethyl acetal which is then heated with oxalic... Starting materials: 10B, FC=1C=C(C=CC1OC(F)(F)F)CN ((3-fluoro-4-(trifluoromethoxy)phenyl)methanamine), C(C)OC1=C(C=O)C(=CC=C1)F (2-ethoxy-6-fluorobenzaldehyde), 10F, 10I. The product is C(C)OC1=C(C(=CC=C1)F)C1CC(C(N1CC1=CC(=C(C=C1)OC(F)(F)F)F)=O)F (rac-(3S*,5S*)-5-(2-ethoxy-6-fluorophenyl)-3-fluoro-1-(3-fluoro-4-(trifluoromethoxy)benzyl)pyrrolidin-2-one). Reaction SMILES: [F:1][C:2]1[CH:3]=[C:4]([CH2:13][NH2:14])[CH:5]=[CH:6][C:7]=1[O:8][C:9]([F:12])([F:11])[F:10].[CH2:15]([O:17][C:18]1[CH:25]=[CH:24][CH:23]=[C:22]([F:26])[C:19]=1[CH:20]=O)[CH3:16]>>[CH2:15]([O:17][C:18]1[CH:25]=[CH:24][CH:23]=[C:22]([F:26])[C:19]=1[CH:20]1[N:14]([CH2:13][C:4]2[CH:5]=[CH:6][C:7]([O:8][C:9]([F:11])([F:12])[F:10])=[C:2]([F:1])[CH:3]=2)[C:7](=[O:8])[CH:2]([F:1])[CH2:3]1)[CH3:16]. Procedure details: Prepared according to the described general procedures 10A2 (GP10A2), 10B (GP10B), 10F (GP10F), and 10I (GP10I) using commercially available (3-fluoro-4-(trifluoromethoxy)phenyl)methanamine and synthesized 2-ethoxy-6-fluorobenzaldehyde. Subsequent purification by preparative HPLC afforded the target compound. LC-MS (conditions A): tR=0.93 min.; [M+H]+: 433.92 g/mol. The reactants are OC=1C=C2C(=C(N(C2=CC1)CCCOC1=CC=CC2=CC=CC=C12)C(=O)OCC)C1=C(C=CC=C1)C(C)C (ethyl 5-hydroxy-3-(2-isopropylphenyl)-1-(3-(naphthalen-1-yloxy)propyl)-1H-indole-2-carboxylate), [OH-].[Na+] (NaOH), Cl (HCl). Solvent: O1CCCC1 (tetrahydrofuran), CO (methanol). Conditions: temperature 70 celsius. The product is OC=1C=C2C(=C(N(C2=CC1)CCCOC1=CC=CC2=CC=CC=C12)C(=O)O)C1=C(C=CC=C1)C(C)C (5-hydroxy-3-(2-isopropylphenyl)-1-(3-(1-naphthyloxy)propyl)-1H-indole-2-carboxylic acid). As a reaction SMILES: [OH:1][C:2]1[CH:3]=[C:4]2[C:8](=[CH:9][CH:10]=1)[N:7]([CH2:11][CH2:12][CH2:13][O:14][C:15]1[C:24]3[C:19](=[CH:20][CH:21]=[CH:22][CH:23]=3)[CH:18]=[CH:17][CH:16]=1)[C:6]([C:25]([O:27]CC)=[O:26])=[C:5]2[C:30]1[CH:35]=[CH:34][CH:33]=[CH:32][C:31]=1[CH:36]([CH3:38])[CH3:37].[OH-].[Na+].Cl>O1CCCC1.CO>[OH:1][C:2]1[CH:3]=[C:4]2[C:8](=[CH:9][CH:10]=1)[N:7]([CH2:11][CH2:12][CH2:13][O:14][C:15]1[C:24]3[C:19](=[CH:20][CH:21]=[CH:22][CH:23]=3)[CH:18]=[CH:17][CH:16]=1)[C:6]([C:25]([OH:27])=[O:26])=[C:5]2[C:30]1[CH:35]=[CH:34][CH:33]=[CH:32][C:31]=1[CH:36]([CH3:38])[CH3:37] |f:1.2|. Procedure: To a solution of EXAMPLE 149B (22 mg) in tetrahydrofuran (2 ml) and methanol (2 ml) was added 10% NaOH 0.3 ml. The reaction was heated at 70° C. for 24 hours, cooled, acidified with diluted aqueous HCl and concentrated. The residue was purified by RPHPLC to provide the title compound. 1H NMR (400 MHz, dimethyl sulfoxide-d6) δ 8.83 (s, 1H), 8.20-8.23 (m, 1H), 7.85-7.88 (m, 1H), 7.45-7.55 (m, 5H), 7.34-7.40 (m, 2H), 7.28-7.34 (m, 1H), 7.17 (td, J=7.36, 1.23 Hz, 1H), 7.04 (dd, J=7.52, 1.38 Hz, 1H),... Starting materials: CCS, COc1ccc(C(=O)c2c(-c3ccc(OC)cc3)sc3ccccc23)cc1, CC[S-], Cl, [H-], [Na+], [Na+], CN(C)C=O, O. The product is CC[S-], [Na+], COc1ccc(-c2sc3ccccc3c2C(=O)c2ccc(O)cc2)cc1. RXN SMILES: [CH2:1]([CH3:2])[SH:3].[CH3:10][O:11][c:12]1[cH:13][cH:14][c:15]([C:18](=[O:19])[c:20]2[c:21]3[c:22]([s:23][c:24]2-[c:25]2[cH:26][cH:27][c:28]([O:31][CH3:32])[cH:29][cH:30]2)[cH:33][cH:34][cH:35][cH:36]3)[cH:16][cH:17]1.[CH3:6][CH2:7][S-:8].[ClH:37].[H-:5].[Na+:4].[Na+:9].[O:38]=[CH:39][N:40]([CH3:41])[CH3:42].[OH2:43]>>[CH2:1]([CH3:2])[S-:3].[Na+:4].[OH:11][c:12]1[cH:13][cH:14][c:15]([C:18](=[O:19])[c:20]2[c:21]3[c:22]([s:23][c:24]2-[c:25]2[cH:26][cH:27][c:28]([O:31][CH3:32])[cH:29][cH:30]2)[cH:33][cH:34][cH:35][cH:36]3)[cH:16][cH:17]1. Starting materials: COC([C@@H](CC1=CC=C(C=C1)OCCCN1C(C=2C(C1=O)=CC=CC2)=O)NS(=O)(=O)C2=CC1=C(N=C(S1)Cl)C=C2)=O ((2R)-2-[(2-Chlorobenzthiazol-6-sulfonyl)amino]-3-(4-(3-phthalimido-1-propyl)oxyphenyl)propionic acid methylester), O.C(C)OC(C)=O (water ethylacetate), C(=O)([O-])[O-].[K+].[K+] (K2CO3), 4-methoxybenzthiol. Run in CC#N (MeCN). Product: COC([C@@H](CC1=CC=C(C=C1)OCCCN1C(C=2C(C1=O)=CC=CC2)=O)NS(=O)(=O)C2=CC1=C(N=C(S1)SC1=CC=C(C=C1)OC)C=C2)=O ((2R)-2-[(2-(4-methoxyphenylthio)benzthiazol-6-sulfonyl)amino]-3-(4-(3-phthalimido-1-propyl)oxyphenyl)propionic Acid Methylester). Reaction SMILES: [CH3:1][O:2][C:3](=[O:41])[C@H:4]([NH:27][S:28]([C:31]1[CH:40]=[CH:39][C:34]2[N:35]=[C:36](Cl)[S:37][C:33]=2[CH:32]=1)(=[O:30])=[O:29])[CH2:5][C:6]1[CH:11]=[CH:10][C:9]([O:12][CH2:13][CH2:14][CH2:15][N:16]2[C:20](=[O:21])[C:19]3=[CH:22][CH:23]=[CH:24][CH:25]=[C:18]3[C:17]2=[O:26])=[CH:8][CH:7]=1.C([O-])([O-])=O.[K+].[K+].O.[CH2:49]([O:51][C:52](=O)[CH3:53])C>CC#N>[CH3:1][O:2][C:3](=[O:41])[C@H:4]([NH:27][S:28]([C:31]1[CH:40]=[CH:39][C:34]2[N:35]=[C:36]([S:28][C:31]3[CH:40]=[CH:53][C:52]([O:51][CH3:49])=[CH:33][CH:32]=3)[S:37][C:33]=2[CH:32]=1)(=[O:30])=[O:29])[CH2:5][C:6]1[CH:11]=[CH:10][C:9]([O:12][CH2:13][CH2:14][CH2:15][N:16]2[C:20](=[O:21])[C:19]3=[CH:22][CH:23]=[CH:24][CH:25]=[C:18]3[C:17]2=[O:26])=[CH:8][CH:7]=1 |f:1.2.3,4.5|. Procedure: (2R)-2-[(2-Chlorobenzthiazol-6-sulfonyl)amino]-3-(4-(3-phthalimido-1-propyl)oxyphenyl)propionic acid methylester (0.24 g, 0.39 mmol) prepared in a similar manner as in Example 59 was dissolved in MeCN (3 mL). K2CO3 (0.081 g, 1.5 equi.) were added to the solution in a solid form and then, 4-methoxybenzthiol (0.053 mL, 1.1 equi.) was added and refluxed for 3 hours. After starting material was exhausted, water/ethylacetate (5 mL/10 mL) was added and the product was extracted with an organic solvent... Starting materials: NN, CS(=O)(=O)c1nccc(Nc2cc(-c3cc4ccccc4s3)c3[nH]ncc3c2)n1. The product is NNc1nccc(Nc2cc(-c3cc4ccccc4s3)c3[nH]ncc3c2)n1. Reaction SMILES: [NH2:30][NH2:31].[s:1]1[c:2]2[c:3]([cH:4][c:5]1-[c:6]1[cH:7][c:8]([NH:15][c:16]3[n:17][c:18]([S:22]([CH3:23])(=[O:24])=[O:25])[n:19][cH:20][cH:21]3)[cH:9][c:10]3[cH:11][n:12][nH:13][c:14]13)[cH:26][cH:27][cH:28][cH:29]2>>[s:1]1[c:2]2[c:3]([cH:4][c:5]1-[c:6]1[cH:7][c:8]([NH:15][c:16]3[n:17][c:18]([NH:30][NH2:31])[n:19][cH:20][cH:21]3)[cH:9][c:10]3[cH:11][n:12][nH:13][c:14]13)[cH:26][cH:27][cH:28][cH:29]2. The reactants are N(N)C1=CC(N(C(N1CC(C)C)=O)C)=O (6-hydrazino-1-isobutyl-3-methylpyrimidine-2,4(1H,3H)-dione), C1(=CC=CC2=CC=CC=C12)C=O (1-naphthaldehyde), C(=O)C1=CC(=CN1C)C(=O)OC (methyl 5-formyl-1-methyl-1H-pyrrole-3-carboxylate). Yields the product C(C(C)C)N1C(N(C(C=2C1=NN(C2C2=CC(=CN2C)C(=O)OC)CC2=CC=CC1=CC=CC=C21)=O)C)=O (methyl 5-[7-isobutyl-5-methyl-2-(1-naphthylmethyl)-4,6-dioxo-4,5,6,7-tetrahydro-2H-pyrazolo[3,4-d]pyrimidin-3-yl]-1-methyl-1H-pyrrole-3-carboxylate). Reaction SMILES: [NH:1]([C:3]1[N:8]([CH2:9][CH:10]([CH3:12])[CH3:11])[C:7](=[O:13])[N:6]([CH3:14])[C:5](=[O:15])[CH:4]=1)[NH2:2].[C:16]1([CH:26]=O)[C:25]2[C:20](=[CH:21][CH:22]=[CH:23][CH:24]=2)[CH:19]=[CH:18][CH:17]=1.[CH:28]([C:30]1[N:34]([CH3:35])[CH:33]=[C:32]([C:36]([O:38][CH3:39])=[O:37])[CH:31]=1)=O>>[CH2:9]([N:8]1[C:3]2=[N:1][N:2]([CH2:26][C:16]3[C:25]4[C:20](=[CH:21][CH:22]=[CH:23][CH:24]=4)[CH:19]=[CH:18][CH:17]=3)[C:28]([C:30]3[N:34]([CH3:35])[CH:33]=[C:32]([C:36]([O:38][CH3:39])=[O:37])[CH:31]=3)=[C:4]2[C:5](=[O:15])[N:6]([CH3:14])[C:7]1=[O:13])[CH:10]([CH3:11])[CH3:12]. Procedure details: This compound was made following the procedure described above, starting with 6-hydrazino-1-isobutyl-3-methylpyrimidine-2,4(1H,3H)-dione, and condensing first with 1-naphthaldehyde, followed by methyl 5-formyl-1-methyl-1H-pyrrole-3-carboxylate. Mass: 500.38 (M+H).